From a dataset of the Open Reaction Database (ORD), a public repository of structured organic reaction records. describe an organic reaction: reactants, conditions, products, and yield Starting materials: C=O (paraformaldehyde), N=1N(N=C2C1C=CC=C2)C2=C(C=CC(=C2)C)O (2-(2H-Benzotriazol-2-yl)-4-methyl-phenol), Cl (HCl). The reagents and catalysts are [Cl-].[Zn+2].[Cl-] (Zinc chloride). Run in C(C)(=O)O (acetic acid). Product: N=1N(N=C2C1C=CC=C2)C2=C(C(=CC(=C2)C)CCl)O (2-(2H-benzotriazol-2-yl)-6-chloromethyl-4-methyl-phenol). RXN SMILES: [N:1]1[N:2]([C:10]2[CH:15]=[C:14]([CH3:16])[CH:13]=[CH:12][C:11]=2O)[N:3]=[C:4]2[CH:9]=[CH:8][CH:7]=[CH:6][C:5]=12.[CH2:18]=[O:19].[ClH:20]>C(O)(=O)C.[Cl-].[Zn+2].[Cl-]>[N:1]1[N:2]([C:10]2[CH:15]=[C:14]([CH3:16])[CH:13]=[C:12]([CH2:11][Cl:20])[C:18]=2[OH:19])[N:3]=[C:4]2[CH:9]=[CH:8][CH:7]=[CH:6][C:5]=12 |f:4.5.6|. Procedure: 2-(2H-Benzotriazol-2-yl)-4-methyl-phenol (2.3 g, 10 mmol) is dissolved in acetic acid (30 mL) at 80° C. Zinc chloride (140 mg, 1 mmol) and paraformaldehyde (390 mg, 13 mmol) are added and HCl gas is passed through the reaction mixture for 12 hours at 80° C. The product, which precipitates after cooling to room temperature, is filtered off, washed with small amounts of cold ethyl acetate and dried at 60° C. under vacuum to yield 1.9 g of 2-(2H-benzotriazol-2-yl)-6-chloromethyl-4-methyl-phenol. Starting materials: C(C)(=O)OCC (ethyl acetate), C(C1=CC=C(C=C1)OC)(=O)[C@@]([C@@](C(=O)O)(O)C(C1=CC=C(C=C1)OC)=O)(O)C(=O)O.ClC=1C=C(C=CC1Cl)[C@@]1(CNCC1)CCO ((S)-3-(3,4-dichlorophenyl)-3-(2-hydroxyethyl)pyrrolidine (R,R)-di-p-anisoyltartaric acid salt), C([O-])(O)=O.[Na+] (sodium bicarbonate), COC1=C(C(=O)Cl)C=C(C=C1)N1N=NN=C1 (2-methoxy-5-(1H-tetrazol-1-yl)benzoyl chloride). Solvent: CO.ClCCl (methanol dichloromethane), CO.ClCCl (methanol dichloromethane), CC(=O)C.O (acetone water), CC(=O)C (acetone). Run at time 30 minute. Yields the product COC1=C(C(=O)N2C[C@@](CC2)(CCO)C2=CC(=C(C=C2)Cl)Cl)C=C(C=C1)N1N=NN=C1 ((S)-1-(2-methoxy-5-(1H-tetrazol-1-yl)benzoyl)-3-(3,4-dichlorophenyl)-3-(2-hydroxyethyl)pyrrolidine). As a reaction SMILES: C([C@](C(O)=O)(O)[C@](C(=O)C1C=CC(OC)=CC=1)(O)C(O)=O)(=O)C1C=CC(OC)=CC=1.[Cl:31][C:32]1[CH:33]=[C:34]([C@@:39]2([CH2:44][CH2:45][OH:46])[CH2:43][CH2:42][NH:41][CH2:40]2)[CH:35]=[CH:36][C:37]=1[Cl:38].C(=O)(O)[O-].[Na+].[CH3:52][O:53][C:54]1[CH:62]=[CH:61][C:60]([N:63]2[CH:67]=[N:66][N:65]=[N:64]2)=[CH:59][C:55]=1[C:56](Cl)=[O:57].C(OCC)(=O)C>CC(C)=O.O.CC(C)=O.CO.ClCCl>[CH3:52][O:53][C:54]1[CH:62]=[CH:61][C:60]([N:63]2[CH:67]=[N:66][N:65]=[N:64]2)=[CH:59][C:55]=1[C:56]([N:41]1[CH2:42][CH2:43][C@@:39]([C:34]2[CH:35]=[CH:36][C:37]([Cl:38])=[C:32]([Cl:31])[CH:33]=2)([CH2:44][CH2:45][OH:46])[CH2:40]1)=[O:57] |f:0.1,2.3,6.7,9.10|. Reported procedure: Combine (S)-3-(3,4-dichlorophenyl)-3-(2-hydroxyethyl)pyrrolidine (R,R)-di-p-anisoyltartaric acid salt (1.20 g, 1.77 mmol) and sodium bicarbonate (0.75 g, 8.9 mmol) in acetone/water (5 mL/5 mL). Cool in an ice bath. Add 2-methoxy-5-(1H-tetrazol-1-yl)benzoyl chloride (0.37 g, 1.6 mmol) in acetone (20 mL). After 30 minutes, warm to ambient temperature. After 5 hours, filter the reaction mixture and extract the filtrate with ethyl acetate. Extract the organic layer with a saturated aqueous sodium bi...